This data is from the Open Reaction Database (ORD), a public repository of structured organic reaction records. The task is: describe an organic reaction: reactants, conditions, products, and yield Starting materials: BrC=1C=CC2=C(C(NCC(N2)=O)=O)C1 (7-bromo-3,4-dihydro-1H-1,4-benzodiazepine-2,5-dione), [OH-].[Na+] (NaOH), C1CCOC1 (THF), [H-].[Al+3].[Li+].[H-].[H-].[H-] (Lithium aluminum hydride), C1CCOC1 (THF). The solvent is O (Water), O (Water), solution. Conditions: temperature 63 celsius, time 19 hour. Yields the product BrC=1C=CC2=C(CNCCN2)C1 (7-bromo-2,3,4,5-tetrahydro-1H-1,4-benzodiazepine). Reaction SMILES: [Br:1][C:2]1[CH:3]=[CH:4][C:5]2[NH:11][C:10](=O)[CH2:9][NH:8][C:7](=O)[C:6]=2[CH:14]=1.C1COCC1.[H-].[Al+3].[Li+].[H-].[H-].[H-].[OH-].[Na+]>O>[Br:1][C:2]1[CH:3]=[CH:4][C:5]2[NH:11][CH2:10][CH2:9][NH:8][CH2:7][C:6]=2[CH:14]=1 |f:2.3.4.5.6.7,8.9|. Reported procedure: 7-bromo-3,4-dihydro-1H-1,4-benzodiazepine-2,5-dione (11.8 g, 46.2 mmol) was transferred to a round bottom flask. THF (0.57M) was added to the flask to make a slurry. Lithium aluminum hydride in 1M solution of THF (138.8 mmol) was added dropwise. When the addition was completed, the reaction mixture was heated to 63° C. After 19 hours, the reaction mixture was cooled to room temperature and then to 0° C. Water (3 mL) was added to the cooled reaction mixture, and the reaction mixture was stirred f... Starting materials: ClC1=C(C=C(C=C1)C1=CC2=C(S1)C=CC(=C2)C)C(F)(F)F (2-(4-chloro-3-trifluoromethylphenyl)-5-methylbenzo[b]-thiophene), BrN1C(CCC1=O)=O (N-bromosuccinimide), CC(C)(C#N)N=NC(C)(C)C#N (AIBN), Cl.C(C)(C)(C)OC(CCN)=O (β-alanine t-butyl ester hydrochloride), [H-].[Na+] (sodium hydride). Solvent: C(Cl)(Cl)(Cl)Cl (carbon tetrachloride), CN(C)C=O (DMF). Conditions: temperature 90 celsius, time 8 hour. Yields the product C(C)(C)(C)OC(CCNCC1=CC2=C(SC(=C2)C2=CC(=C(C=C2)Cl)C(F)(F)F)C=C1)=O (3-{[2-(4-chloro-3-trifluoromethylphenyl)benzo[b]thiophene-5-ylmethyl]amino}propionic acid t-butyl ester). The yield is 73.7%. Reaction SMILES: [Cl:1][C:2]1[CH:7]=[CH:6][C:5]([C:8]2[S:12][C:11]3[CH:13]=[CH:14][C:15]([CH3:17])=[CH:16][C:10]=3[CH:9]=2)=[CH:4][C:3]=1[C:18]([F:21])([F:20])[F:19].BrN1C(=O)CCC1=O.CC(N=NC(C#N)(C)C)(C#N)C.Cl.[C:43]([O:47][C:48](=[O:52])[CH2:49][CH2:50][NH2:51])([CH3:46])([CH3:45])[CH3:44].[H-].[Na+]>C(Cl)(Cl)(Cl)Cl.CN(C=O)C>[C:43]([O:47][C:48](=[O:52])[CH2:49][CH2:50][NH:51][CH2:17][C:15]1[CH:14]=[CH:13][C:11]2[S:12][C:8]([C:5]3[CH:6]=[CH:7][C:2]([Cl:1])=[C:3]([C:18]([F:21])([F:19])[F:20])[CH:4]=3)=[CH:9][C:10]=2[CH:16]=1)([CH3:46])([CH3:45])[CH3:44] |f:3.4,5.6|. Reported procedure: To a solution of 2-(4-chloro-3-trifluoromethylphenyl)-5-methylbenzo[b]-thiophene (0.746 g, 2.28 mmol) in carbon tetrachloride (23 mL) is added N-bromosuccinimide (0.447 g, 2.51 mmol) and 2,2′-azobisisobuyronitrile (AIBN, 0.075 g, 0.46 mmol). The mixture is stirred at 90° C. overnight, and then concentrated. The residue is passed through a pad of silica gel, which is further rinsed with hexanes. The combined organic solution is concentrated in vacuo. The resulting crude product, 5-bromomethyl-2-(... Reactants: CCC1C(=O)N(C)c2cnc(Cl)nc2N1C1CC1, c1cnc(-c2ncc[nH]2)cn1. Yields the product CCC1C(=O)N(C)c2cnc(-n3ccnc3-c3cnccn3)nc2N1C1CC1. As a reaction SMILES: [Cl:1][c:2]1[n:3][c:4]2[c:9]([cH:10][n:11]1)[N:8]([CH3:12])[C:7](=[O:13])[CH:6]([CH2:14][CH3:15])[N:5]2[CH:16]1[CH2:17][CH2:18]1.[nH:19]1[c:20](-[c:24]2[n:25][cH:26][cH:27][n:28][cH:29]2)[n:21][cH:22][cH:23]1>>[c:2]1(-[n:19]2[c:20](-[c:24]3[n:25][cH:26][cH:27][n:28][cH:29]3)[n:21][cH:22][cH:23]2)[n:3][c:4]2[c:9]([cH:10][n:11]1)[N:8]([CH3:12])[C:7](=[O:13])[CH:6]([CH2:14][CH3:15])[N:5]2[CH:16]1[CH2:17][CH2:18]1. Reactants: CCO, CCOC(=O)COc1ccc(N(CC(=O)Nc2ccc(-c3csc(N)n3)cc2)C(=O)c2ccc(F)cc2)cc1, [Na+], [OH-]. Yields the product Nc1nc(-c2ccc(NC(=O)CN(C(=O)c3ccc(F)cc3)c3ccc(OCC(=O)[O-])cc3)cc2)cs1, [Na+]. Reaction SMILES: [CH3:42][CH2:43][OH:44].[NH2:1][c:2]1[s:3][cH:4][c:5](-[c:7]2[cH:8][cH:9][c:10]([NH:13][C:14](=[O:15])[CH2:16][N:17]([C:18]([c:19]3[cH:20][cH:21][c:22]([F:25])[cH:23][cH:24]3)=[O:26])[c:27]3[cH:28][cH:29][c:30]([O:31][CH2:32][C:33](=[O:34])[O:35][CH2:36][CH3:37])[cH:38][cH:39]3)[cH:11][cH:12]2)[n:6]1.[Na+:41].[OH-:40]>>[NH2:1][c:2]1[s:3][cH:4][c:5](-[c:7]2[cH:8][cH:9][c:10]([NH:13][C:14](=[O:15])[CH2:16][N:17]([C:18]([c:19]3[cH:20][cH:21][c:22]([F:25])[cH:23][cH:24]3)=[O:26])[c:27]3[cH:28][cH:29][c:30]([O:31][CH2:32][C:33](=[O:34])[O-:35])[cH:38][cH:39]3)[cH:11][cH:12]2)[n:6]1.[Na+:41]. Reactants: BrB(Br)Br, C1=CCCCC1, ClCCl, COc1ccc(C(=O)N2c3cc(F)ccc3-c3ccccc3C2C)cc1. The product is CC1c2ccccc2-c2ccc(F)cc2N1C(=O)c1ccc(O)cc1. Reaction SMILES: [B:33]([Br:34])([Br:35])[Br:36].[CH2:27]1[CH2:28][CH:29]=[CH:30][CH2:31][CH2:32]1.[Cl:37][CH2:38][Cl:39].[F:1][c:2]1[cH:3][cH:4][c:5]2[c:14]([cH:15]1)[N:13]([C:16]([c:17]1[cH:18][cH:19][c:20]([O:23][CH3:24])[cH:21][cH:22]1)=[O:25])[CH:12]([CH3:26])[c:11]1[c:6]-2[cH:7][cH:8][cH:9][cH:10]1>>[F:1][c:2]1[cH:3][cH:4][c:5]2[c:14]([cH:15]1)[N:13]([C:16]([c:17]1[cH:18][cH:19][c:20]([OH:23])[cH:21][cH:22]1)=[O:25])[CH:12]([CH3:26])[c:11]1[c:6]-2[cH:7][cH:8][cH:9][cH:10]1. Yields the product Cl.N1C(=NCC1)C1=CC=C(C=C1)CCNC(CC1N(C=2C=CC=CC2C2=CC=CC=C12)S(=O)(=O)C1=CC=C(C=C1)OC)=O (N-{2-[4-(4,5-Dihydro-1H-imidazol-2-yl)-phenyl]-ethyl}-2-[5-(4-methoxy-benzenesulfonyl)-5,6-dihydro-phenanthridin-6-yl]-acetamide hydrochloride). RXN SMILES: [CH3:1][O:2][C:3]1[CH:8]=[CH:7][C:6]([S:9]([N:12]2[CH:25]([CH2:26][C:27](O)=[O:28])[C:24]3[C:19](=[CH:20][CH:21]=[CH:22][CH:23]=3)[C:18]3[CH:17]=[CH:16][CH:15]=[CH:14][C:13]2=3)(=[O:11])=[O:10])=[CH:5][CH:4]=1.[ClH:30].Cl.[NH:32]1[CH2:36][CH2:35][N:34]=[C:33]1[C:37]1[CH:42]=[CH:41][C:40]([CH2:43][CH2:44][NH2:45])=[CH:39][CH:38]=1>>[ClH:30].[NH:34]1[CH2:35][CH2:36][N:32]=[C:33]1[C:37]1[CH:38]=[CH:39][C:40]([CH2:43][CH2:44][NH:45][C:27](=[O:28])[CH2:26][CH:25]2[C:24]3[C:19](=[CH:20][CH:21]=[CH:22][CH:23]=3)[C:18]3[CH:17]=[CH:16][CH:15]=[CH:14][C:13]=3[N:12]2[S:9]([C:6]2[CH:7]=[CH:8][C:3]([O:2][CH3:1])=[CH:4][CH:5]=2)(=[O:11])=[O:10])=[CH:41][CH:42]=1 |f:1.2.3,4.5|. Reactants: COC1=CC=C(C=C1)S(=O)(=O)N1C=2C=CC=CC2C2=CC=CC=C2C1CC(=O)O ([5-(4-methoxy-benzenesulfonyl)-5,6-dihydro-phenanthridin-6-yl]-acetic acid), Cl.Cl.N1C(=NCC1)C1=CC=C(C=C1)CCN (2-[4-(4,5-dihydro-1H-imidazol-2-yl)-phenyl]-ethylamine dihydrochloride). Reported procedure: The title compound was prepared from [5-(4-methoxy-benzenesulfonyl)-5,6-dihydro-phenanthridin-6-yl]-acetic acid and 2-[4-(4,5-dihydro-1H-imidazol-2-yl)-phenyl]-ethylamine dihydrochloride (Reference Example 2) according to the method described in Example 1e. MS (EI) 581.6 (MH+).